This data is from the Open Reaction Database (ORD), a public repository of structured organic reaction records. The task is: describe an organic reaction: reactants, conditions, products, and yield Reactants: CC(C)(COC(=O)c1cccc(C2=CCCc3ccccc32)c1)NS(=O)(=O)C(F)(F)F, CCOC(C)=O, CN(C)C=O, C[O-], Cl, N=C(N)N, [Na+], O. The product is Cl, N=C(N)NC(=O)c1cccc(C2=CCCc3ccccc32)c1. RXN SMILES: [C:9]1([c:19]2[cH:20][c:21]([C:22](=[O:23])[O:24][CH2:25][C:26]([CH3:27])([NH:28][S:29]([C:30]([F:31])([F:32])[F:33])(=[O:34])=[O:35])[CH3:36])[cH:37][cH:38][cH:39]2)=[CH:10][CH2:11][CH2:12][c:13]2[cH:14][cH:15][cH:16][cH:17][c:18]21.[CH3:40][CH2:41][O:42][C:43](=[O:44])[CH3:45].[CH3:46][N:47]([CH3:48])[CH:49]=[O:50].[CH3:6][O-:7].[ClH:1].[NH2:2][C:3](=[NH:4])[NH2:5].[Na+:8].[OH2:51]>>[ClH:1].[NH:2]=[C:3]([NH:4][C:22]([c:21]1[cH:20][c:19]([C:9]2=[CH:10][CH2:11][CH2:12][c:13]3[cH:14][cH:15][cH:16][cH:17][c:18]32)[cH:39][cH:38][cH:37]1)=[O:23])[NH2:5].